From a dataset of the Open Reaction Database (ORD), a public repository of structured organic reaction records. describe an organic reaction: reactants, conditions, products, and yield The reactants are CCOC(C)=O, CO, CCN(C(C)C)C(C)C, N#Cc1cnc(Cl)cn1, ClCCl, Cc1ccc(S(=O)(=O)n2ccc3c2ncc2nnc(CC4CCNC4)n23)cc1. Reaction SMILES: [CH3:47][CH2:48][O:49][C:50]([CH3:51])=[O:52].[CH3:56][OH:57].[CH:38]([N:39]([CH2:40][CH3:41])[CH:42]([CH3:43])[CH3:44])([CH3:45])[CH3:46].[Cl:29][c:30]1[n:31][cH:32][c:33]([C:36]#[N:37])[n:34][cH:35]1.[Cl:53][CH2:54][Cl:55].[NH:1]1[CH2:2][CH:3]([CH2:6][c:7]2[n:8][n:9][c:10]3[n:11]2[c:12]2[c:13]([n:14][cH:15]3)[n:16]([S:19](=[O:20])(=[O:21])[c:22]3[cH:23][cH:24][c:25]([CH3:26])[cH:27][cH:28]3)[cH:17][cH:18]2)[CH2:4][CH2:5]1>>[N:1]1([c:30]2[n:31][cH:32][c:33]([C:36]#[N:37])[n:34][cH:35]2)[CH2:2][CH:3]([CH2:6][c:7]2[n:8][n:9][c:10]3[n:11]2[c:12]2[c:13]([n:14][cH:15]3)[n:16]([S:19](=[O:20])(=[O:21])[c:22]3[cH:23][cH:24][c:25]([CH3:26])[cH:27][cH:28]3)[cH:17][cH:18]2)[CH2:4][CH2:5]1. The product is Cc1ccc(S(=O)(=O)n2ccc3c2ncc2nnc(CC4CCN(c5cnc(C#N)cn5)C4)n23)cc1. Starting materials: BrC1=C2C=CC(=NC2=C(C=C1)O[Si](C)(C)C(C)(C)C)C(F)(F)F (5-bromo-8-(tert-butyldimethylsilanyloxy)-2-trifluoromethylquinoline), Cl (hydrochloric acid), O (water). Solvent: CO (methanol). Run at temperature 45 celsius, time 2 hour. Yields the product BrC1=C2C=CC(=NC2=C(C=C1)O)C(F)(F)F (5-Bromo-2-trifluoromethylquinolin-8-ol). The yield is 79.5%. RXN SMILES: [Br:1][C:2]1[CH:11]=[CH:10][C:9]([O:12][Si](C(C)(C)C)(C)C)=[C:8]2[C:3]=1[CH:4]=[CH:5][C:6]([C:20]([F:23])([F:22])[F:21])=[N:7]2.Cl.O>CO>[Br:1][C:2]1[CH:11]=[CH:10][C:9]([OH:12])=[C:8]2[C:3]=1[CH:4]=[CH:5][C:6]([C:20]([F:21])([F:22])[F:23])=[N:7]2. Procedure details: A solution of 5-bromo-8-(tert-butyldimethylsilanyloxy)-2-trifluoromethylquinoline (21 g) in methanol (150 ml) was treated with 37% hydrochloric acid solution (5 ml) and water (5 ml) The mixture was stirred for 12 h at room temperature and at 45° C. for 2 h. The methanol was removed in vacuo and the residue partitioned between 10% sodium hydroxide solution (100 ml) and dichloromethane (50 ml). The aqueous layer was neutralised with 37% hydrochloric acid solution to pH7.2 and extracted with dichlo... The reactants are CN(C)c1ccncc1, COc1ccc(CN(Cc2ccc(OC)cc2)c2ncc(-c3nc(N4CCOCC4)nc4c3CCN4)cn2)cc1, CC(Cl)Cl, ClCCl, O=C=Nc1cccc(I)c1. Product: COc1ccc(CN(Cc2ccc(OC)cc2)c2ncc(-c3nc(N4CCOCC4)nc4c3CCN4C(=O)Nc3cccc(I)c3)cn2)cc1. Reaction SMILES: [CH3:55][N:56]([c:57]1[cH:58][cH:59][n:60][cH:61][cH:62]1)[CH3:63].[CH3:5][O:6][c:7]1[cH:8][cH:9][c:10]([CH2:11][N:12]([c:13]2[n:14][cH:15][c:16](-[c:19]3[c:20]4[c:21]([n:22][c:23]([N:25]5[CH2:26][CH2:27][O:28][CH2:29][CH2:30]5)[n:24]3)[NH:31][CH2:32][CH2:33]4)[cH:17][n:18]2)[CH2:34][c:35]2[cH:36][cH:37][c:38]([O:41][CH3:42])[cH:39][cH:40]2)[cH:43][cH:44]1.[Cl:1][CH:2]([Cl:3])[CH3:4].[Cl:64][CH2:65][Cl:66].[I:45][c:46]1[cH:47][c:48]([N:52]=[C:53]=[O:54])[cH:49][cH:50][cH:51]1>>[CH3:5][O:6][c:7]1[cH:8][cH:9][c:10]([CH2:11][N:12]([c:13]2[n:14][cH:15][c:16](-[c:19]3[c:20]4[c:21]([n:22][c:23]([N:25]5[CH2:26][CH2:27][O:28][CH2:29][CH2:30]5)[n:24]3)[N:31]([C:53]([NH:52][c:48]3[cH:47][c:46]([I:45])[cH:51][cH:50][cH:49]3)=[O:54])[CH2:32][CH2:33]4)[cH:17][n:18]2)[CH2:34][c:35]2[cH:36][cH:37][c:38]([O:41][CH3:42])[cH:39][cH:40]2)[cH:43][cH:44]1. The reactants are COC(C)(C)OC, Cc1ccccc1, N#Cc1ccc(-c2csc(NCCO)n2)cc1, Cc1ccc(S(=O)(=O)O)cc1. Yields the product CC1(C)OCCN1c1nc(-c2ccc(C#N)cc2)cs1. Reaction SMILES: [CH3:18][O:19][C:20]([CH3:21])([CH3:22])[O:23][CH3:24].[CH3:36][c:37]1[cH:38][cH:39][cH:40][cH:41][cH:42]1.[OH:1][CH2:2][CH2:3][NH:4][c:5]1[s:6][cH:7][c:8](-[c:10]2[cH:11][cH:12][c:13]([C:14]#[N:15])[cH:16][cH:17]2)[n:9]1.[c:25]1([CH3:26])[cH:27][cH:28][c:29]([S:30]([OH:31])(=[O:32])=[O:33])[cH:34][cH:35]1>>[O:1]1[CH2:2][CH2:3][N:4]([c:5]2[s:6][cH:7][c:8](-[c:10]3[cH:11][cH:12][c:13]([C:14]#[N:15])[cH:16][cH:17]3)[n:9]2)[C:20]1([CH3:21])[CH3:22].